Dataset: the Open Reaction Database (ORD), a public repository of structured organic reaction records. Task: describe an organic reaction: reactants, conditions, products, and yield Starting materials: CC(C)(C)OC(=O)NC(C)(CO)c1ccc2cc(Sc3cccc(OCc4ccccc4)c3)ccc2c1, CCN(CC)P(OC(C)(C)C)OC(C)(C)C, C1CCOC1, OO, c1nnn[nH]1. The product is CC(C)(C)OC(=O)NC(C)(COP(=O)(OC(C)(C)C)OC(C)(C)C)c1ccc2cc(Sc3cccc(OCc4ccccc4)c3)ccc2c1. RXN SMILES: [CH2:1]([c:2]1[cH:3][cH:4][cH:5][cH:6][cH:7]1)[O:8][c:9]1[cH:10][c:11]([S:15][c:16]2[cH:17][c:18]3[cH:19][cH:20][c:21]([C:26]([CH2:27][OH:28])([CH3:29])[NH:30][C:31]([O:32][C:33]([CH3:34])([CH3:35])[CH3:36])=[O:37])[cH:22][c:23]3[cH:24][cH:25]2)[cH:12][cH:13][cH:14]1.[CH2:48]([N:49]([CH2:50][CH3:62])[P:51]([O:52][C:53]([CH3:54])([CH3:55])[CH3:56])[O:57][C:58]([CH3:59])([CH3:60])[CH3:61])[CH3:63].[O:43]1[CH2:44][CH2:45][CH2:46][CH2:47]1.[OH:64][OH:65].[nH:38]1[cH:39][n:40][n:41][n:42]1>>[CH2:1]([c:2]1[cH:3][cH:4][cH:5][cH:6][cH:7]1)[O:8][c:9]1[cH:10][c:11]([S:15][c:16]2[cH:17][c:18]3[cH:19][cH:20][c:21]([C:26]([CH2:27][O:28][P:51](=[O:43])([O:52][C:53]([CH3:54])([CH3:55])[CH3:56])[O:57][C:58]([CH3:59])([CH3:60])[CH3:61])([CH3:29])[NH:30][C:31]([O:32][C:33]([CH3:34])([CH3:35])[CH3:36])=[O:37])[cH:22][c:23]3[cH:24][cH:25]2)[cH:12][cH:13][cH:14]1. The reactants are C1(CC1)NC(C1=CC(=C(C=C1)C)C=1C=C2C=CNC(C2=CC1)=O)=O (N-Cyclopropyl-4-methyl-3-(1-oxo-1,2-dihydro-isoquinolin-6-yl)-benzamide), [H-].[Na+] (sodium hydride), [H-].[Na+] (sodium hydride), [OH-].[Na+] (NaOH), C(C)(=O)OC1=CC=C(C=C1)CCl (4-(chloromethyl)phenyl acetate), Cl (HCl). The solvent is CN(C)C=O (DMF). Run at time 17 hour. The product is C1(CC1)NC(C1=CC(=C(C=C1)C)C=1C=C2C=CN(C(C2=CC1)=O)CC1=CC=C(C=C1)O)=O (N-Cyclopropyl-3-(2-(4-hydroxybenzyl)-1-oxo-1,2-dihydroisoquinolin-6-yl)-4-methylbenzamide). Isolated yield 81.5%. RXN SMILES: [CH:1]1([NH:4][C:5](=[O:24])[C:6]2[CH:11]=[CH:10][C:9]([CH3:12])=[C:8]([C:13]3[CH:14]=[C:15]4[C:20](=[CH:21][CH:22]=3)[C:19](=[O:23])[NH:18][CH:17]=[CH:16]4)[CH:7]=2)[CH2:3][CH2:2]1.[H-].[Na+].C([O:30][C:31]1[CH:36]=[CH:35][C:34]([CH2:37]Cl)=[CH:33][CH:32]=1)(=O)C.[OH-].[Na+].Cl>CN(C=O)C>[CH:1]1([NH:4][C:5](=[O:24])[C:6]2[CH:11]=[CH:10][C:9]([CH3:12])=[C:8]([C:13]3[CH:14]=[C:15]4[C:20](=[CH:21][CH:22]=3)[C:19](=[O:23])[N:18]([CH2:37][C:34]3[CH:35]=[CH:36][C:31]([OH:30])=[CH:32][CH:33]=3)[CH:17]=[CH:16]4)[CH:7]=2)[CH2:2][CH2:3]1 |f:1.2,4.5|. Procedure details: To a solution of the product of Example 11 (460 mg) in DMF (10 mL) was added 60% sodium hydride (38 mg) and the reaction stirred at room temperature for 30 minutes before the addition of 4-(chloromethyl)phenyl acetate (280 mg). The reaction mixture was then stirred at room temperature for 17 hrs. Additional 60% sodium hydride (38 mg) was added and the reaction was stirred for a further 2 hours. NaOH (5N, 2 mL) was added and the reaction was stirred at room temperature for 90 minutes. The reactio...